Task: describe an organic reaction: reactants, conditions, products, and yield. Dataset: the Open Reaction Database (ORD), a public repository of structured organic reaction records Reactants: C(=O)(O)COC1=C(C=C2C(=NC(=NC2=C1)N1CCOCC1)N1CCC(CC1)N1C(N(C2=CC=C(C=C2C1=O)C)C)=O)OCC (3-[1-(7-Carboxymethyloxy-6-ethoxy-2-morpholino-4-quinazolinyl)-4-piperidinyl]-1,2,3,4-tetrahydro-1,6-dimethyl-2,4-dioxoquinazoline), N1CCCC1 (pyrrolidine). The product is C(C)OC=1C=C2C(=NC(=NC2=CC1OCC(=O)N1CCCC1)N1CCOCC1)N1CCC(CC1)N1C(N(C2=CC=C(C=C2C1=O)C)C)=O (3-[1-(6-Ethoxy-2-morpholino-7-pyrrolidinylcarbonylmethoxy-4-quinazolinyl)-4-piperidinyl]-1,2,3,4-tetrahydro-1,6-dimethyl-2,4-dioxoquinazoline). The yield is 15.0%. As a reaction SMILES: [C:1]([CH2:4][O:5][C:6]1[CH:15]=[C:14]2[C:9]([C:10]([N:22]3[CH2:27][CH2:26][CH:25]([N:28]4[C:37](=[O:38])[C:36]5[C:31](=[CH:32][CH:33]=[C:34]([CH3:39])[CH:35]=5)[N:30]([CH3:40])[C:29]4=[O:41])[CH2:24][CH2:23]3)=[N:11][C:12]([N:16]3[CH2:21][CH2:20][O:19][CH2:18][CH2:17]3)=[N:13]2)=[CH:8][C:7]=1[O:42][CH2:43][CH3:44])(O)=[O:2].[NH:45]1[CH2:49][CH2:48][CH2:47][CH2:46]1>>[CH2:43]([O:42][C:7]1[CH:8]=[C:9]2[C:14](=[CH:15][C:6]=1[O:5][CH2:4][C:1]([N:45]1[CH2:49][CH2:48][CH2:47][CH2:46]1)=[O:2])[N:13]=[C:12]([N:16]1[CH2:21][CH2:20][O:19][CH2:18][CH2:17]1)[N:11]=[C:10]2[N:22]1[CH2:27][CH2:26][CH:25]([N:28]2[C:37](=[O:38])[C:36]3[C:31](=[CH:32][CH:33]=[C:34]([CH3:39])[CH:35]=3)[N:30]([CH3:40])[C:29]2=[O:41])[CH2:24][CH2:23]1)[CH3:44]. Procedure details: The same procedure as in Example 57 was repeated, using 300 mg (0.50 mmol) of Compound 56 obtained in Example 56, except that pyrrolidine was used in place of isopropylamine, to give 48 mg (yield: 15%) of Compound 58 as white crystals. Reactants: CN(C)C=O, CCCN1CC(C)=C(Cl)C2=C1N1CN(OC)C=C1C=N2, [N-]=[N+]=[N-], [Na+], Cc1ccccc1. Yields the product CCCN1CC(C)=C(N=[N+]=[N-])C2=C1N1CN(OC)C=C1C=N2. As a reaction SMILES: [CH3:21][N:22]([CH3:23])[CH:24]=[O:25].[Cl:1][C:2]1=[C:3]([CH3:20])[CH2:4][N:5]([CH2:17][CH2:18][CH3:19])[C:6]2=[C:7]1[N:8]=[CH:9][C:10]1=[CH:14][N:13]([O:15][CH3:16])[CH2:12][N:11]21.[N-:26]=[N+:27]=[N-:28].[Na+:29].[c:30]1([CH3:31])[cH:32][cH:33][cH:34][cH:35][cH:36]1>>[C:2]1([N:26]=[N+:27]=[N-:28])=[C:3]([CH3:20])[CH2:4][N:5]([CH2:17][CH2:18][CH3:19])[C:6]2=[C:7]1[N:8]=[CH:9][C:10]1=[CH:14][N:13]([O:15][CH3:16])[CH2:12][N:11]21. The reactants are O(C1=CC=CC=C1)C=1C=C(C=CC1)O (m-phenoxyphenol), ClC=1C=C(C=CC1)C1=CC(=CC=C1)OC1=CC(=CC=C1)OC1=CC=CC=C1 (3-chloro-3'-(m-phenoxyphenoxy)biphenyl), [OH-].[K+] (potassium hydroxide), ClC=1C=C(C=CC1)C1=CC(=CC=C1)Cl (3,3'-dichlorobiphenyl). Solvent: CCOCC (ether), C1(=CC=CC=C1)C (toluene). Reaction conditions: temperature 100 celsius, time 18 hour. Yields the product O(C1=CC=CC=C1)C=1C=C(OC=2C=C(C=CC2)C2=CC(=CC=C2)OC2=CC(=CC=C2)OC2=CC=CC=C2)C=CC1 (3,3'-Bis(m-phenoxyphenoxy)biphenyl). RXN SMILES: [O:1]([C:8]1[CH:9]=[C:10]([OH:14])[CH:11]=[CH:12][CH:13]=1)[C:2]1[CH:7]=[CH:6][CH:5]=[CH:4][CH:3]=1.[OH-].[K+].ClC1C=C(C2C=CC=C(Cl)C=2)C=CC=1.Cl[C:32]1[CH:33]=[C:34]([C:38]2[CH:43]=[CH:42][CH:41]=[C:40]([O:44][C:45]3[CH:50]=[CH:49][CH:48]=[C:47]([O:51][C:52]4[CH:57]=[CH:56][CH:55]=[CH:54][CH:53]=4)[CH:46]=3)[CH:39]=2)[CH:35]=[CH:36][CH:37]=1>CCOCC.C1(C)C=CC=CC=1>[O:1]([C:8]1[CH:9]=[C:10]([CH:11]=[CH:12][CH:13]=1)[O:14][C:36]1[CH:35]=[C:34]([C:38]2[CH:43]=[CH:42][CH:41]=[C:40]([O:44][C:45]3[CH:50]=[CH:49][CH:48]=[C:47]([O:51][C:52]4[CH:57]=[CH:56][CH:55]=[CH:54][CH:53]=4)[CH:46]=3)[CH:39]=2)[CH:33]=[CH:32][CH:37]=1)[C:2]1[CH:3]=[CH:4][CH:5]=[CH:6][CH:7]=1 |f:1.2|. Reported procedure: A 500 ml. four-necked flask equipped with stirrer, thermometer, and Dean-Stark strap surmounted by a Friedrichs condenser, was charged with 93.5 g. (0.505 mole) of m-phenoxyphenol, and 30.8 g. (0.50 mole) of potassium hydroxide was added in increments with stirring at 100°C. After the initial exothermic reaction had subsided, 80 ml. of toluene was added and water azeotroped from the reaction mixture until the theoretical amount had been collected, including that from the potassium hydroxide. The... Starting materials: N#Cc1ccc2c(c1)cc(C(=O)O)n2Cc1cccc(OC(F)(F)F)c1, CCC(N)CO. The product is CCC(CO)NC(=O)c1cc2cc(C#N)ccc2n1Cc1cccc(OC(F)(F)F)c1. RXN SMILES: [C:1](#[N:2])[c:3]1[cH:4][c:5]2[cH:6][c:7]([C:24](=[O:25])[OH:26])[n:8]([CH2:12][c:13]3[cH:14][c:15]([O:19][C:20]([F:21])([F:22])[F:23])[cH:16][cH:17][cH:18]3)[c:9]2[cH:10][cH:11]1.[NH2:27][CH:28]([CH2:29][OH:30])[CH2:31][CH3:32]>>[C:1](#[N:2])[c:3]1[cH:4][c:5]2[cH:6][c:7]([C:24](=[O:26])[NH:27][CH:28]([CH2:29][OH:30])[CH2:31][CH3:32])[n:8]([CH2:12][c:13]3[cH:14][c:15]([O:19][C:20]([F:21])([F:22])[F:23])[cH:16][cH:17][cH:18]3)[c:9]2[cH:10][cH:11]1. Starting materials: O=C1OC(=O)c2cc(Cl)c(Cl)cc21, ClCCCl, Cn1c(C(=O)N2CCN(Cc3ccccc3)CC2)cc2cc(Oc3ccc(N)cn3)ccc21. Yields the product Cn1c(C(=O)N2CCN(Cc3ccccc3)CC2)cc2cc(Oc3ccc(NC(=O)c4cc(Cl)c(Cl)cc4C(=O)O)cn3)ccc21. RXN SMILES: [Cl:34][c:35]1[cH:36][c:37]2[c:38]([cH:44][c:45]1[Cl:46])[C:39](=[O:40])[O:41][C:42]2=[O:43].[Cl:47][CH2:48][CH2:49][Cl:50].[NH2:1][c:2]1[cH:3][cH:4][c:5]([O:8][c:9]2[cH:10][c:11]3[cH:12][c:13]([C:19](=[O:20])[N:21]4[CH2:22][CH2:23][N:24]([CH2:27][c:28]5[cH:29][cH:30][cH:31][cH:32][cH:33]5)[CH2:25][CH2:26]4)[n:14]([CH3:18])[c:15]3[cH:16][cH:17]2)[n:6][cH:7]1>>[NH:1]([c:2]1[cH:3][cH:4][c:5]([O:8][c:9]2[cH:10][c:11]3[cH:12][c:13]([C:19](=[O:20])[N:21]4[CH2:22][CH2:23][N:24]([CH2:27][c:28]5[cH:29][cH:30][cH:31][cH:32][cH:33]5)[CH2:25][CH2:26]4)[n:14]([CH3:18])[c:15]3[cH:16][cH:17]2)[n:6][cH:7]1)[C:39]([c:38]1[c:37]([C:42](=[O:41])[OH:43])[cH:36][c:35]([Cl:34])[c:45]([Cl:46])[cH:44]1)=[O:40]. Starting materials: CO, ClCCl, O=[N+]([O-])c1cnc2c(ccn2S(=O)(=O)c2ccccc2)c1, [Na+], [OH-]. The product is O=[N+]([O-])c1cnc2[nH]ccc2c1. As a reaction SMILES: [CH3:27][OH:28].[Cl:24][CH2:25][Cl:26].[N+:1](=[O:2])([O-:3])[c:4]1[cH:5][c:6]2[c:7]([n:8][cH:9]1)[n:10]([S:13]([c:14]1[cH:15][cH:16][cH:17][cH:18][cH:19]1)(=[O:20])=[O:21])[cH:11][cH:12]2.[Na+:23].[OH-:22]>>[N+:1](=[O:2])([O-:3])[c:4]1[cH:5][c:6]2[c:7]([n:8][cH:9]1)[nH:10][cH:11][cH:12]2.